Dataset: the Open Reaction Database (ORD), a public repository of structured organic reaction records. Task: describe an organic reaction: reactants, conditions, products, and yield Reactants: C(C)OC(=O)C1C(CCCC1)=O (2-ethoxycarbonylcyclohexanone), C(C=C)(=O)OC(C)(C)C (tert-butyl acrylate), C([O-])([O-])=O.[K+].[K+] (potassium carbonate). Run in ClCCl (dichloromethane), C(C)(C)(C)O (tert-butanol). Reaction conditions: time 22 hour. Yields the product C(C)(C)(C)OC(=O)CCC1(C(CCCC1)=O)C(=O)OCC (2-[2-(tert-Butoxycarbonyl)ethyl]-2-ethoxycarbonylcyclohexanone). Reaction SMILES: [CH2:1]([O:3][C:4]([CH:6]1[CH2:11][CH2:10][CH2:9][CH2:8][C:7]1=[O:12])=[O:5])[CH3:2].[C:13]([O:17][C:18]([CH3:21])([CH3:20])[CH3:19])(=[O:16])[CH:14]=[CH2:15].C(=O)([O-])[O-].[K+].[K+]>C(O)(C)(C)C.ClCCl>[C:18]([O:17][C:13]([CH2:14][CH2:15][C:6]1([C:4]([O:3][CH2:1][CH3:2])=[O:5])[CH2:11][CH2:10][CH2:9][CH2:8][C:7]1=[O:12])=[O:16])([CH3:21])([CH3:20])[CH3:19] |f:2.3.4|. Procedure: To a solution of 2-ethoxycarbonylcyclohexanone (5.0 g, 0.029 mol) and tert-butyl acrylate (4.83 g, 0.037 mol) in tert-butanol (30 ml) was added, in one portion, potassium carbonate (4.0 g, 0.029 mol). The suspension was stirred at room temperature for 22 hours, diluted with dichloromethane (100 ml) and distilled water (100 ml) and the layers separated. The aqueous layer was extracted with dichloromethane (2×100 ml) and the combined dichloromethane extracts dried over magnesium sulphate, filtered... Reactants: CCO, Cc1cc(C#N)ccc1Nc1c(C(=O)NOCC2CC2)cc2[nH]c(COCC[Si](C)(C)C)nc2c1F, Cl, [Na+], [OH-]. Product: Cc1cc(C#N)ccc1Nc1c(C(=O)NOCC2CC2)cc2[nH]cnc2c1F. RXN SMILES: [CH3:40][CH2:41][OH:42].[CH:1]1([CH2:4][O:5][NH:6][C:7](=[O:8])[c:9]2[cH:10][c:11]3[c:12]([n:13][c:14]([CH2:16][O:17][CH2:18][CH2:19][Si:20]([CH3:21])([CH3:22])[CH3:23])[nH:15]3)[c:24]([F:36])[c:25]2[NH:26][c:27]2[c:28]([CH3:35])[cH:29][c:30]([C:33]#[N:34])[cH:31][cH:32]2)[CH2:2][CH2:3]1.[ClH:37].[Na+:39].[OH-:38]>>[CH:1]1([CH2:4][O:5][NH:6][C:7](=[O:8])[c:9]2[cH:10][c:11]3[c:12]([n:13][cH:14][nH:15]3)[c:24]([F:36])[c:25]2[NH:26][c:27]2[c:28]([CH3:35])[cH:29][c:30]([C:33]#[N:34])[cH:31][cH:32]2)[CH2:2][CH2:3]1. Starting materials: S(O)(O)(=O)=O (sulfuric acid), ONC1(CCN(CC1)OC)C#N (4-hydroxyamino-1-methoxy-piperidine-4-carbonitrile), CO (Methanol). Run in ClCCl (dichloromethane). Run at temperature 40 celsius, time 1 hour. The product is COC(=O)C1(CCN(CC1)OC)NO (4-hydroxyamino-1-methoxy-piperidine-4-carboxylic acid methyl ester). Yield: 59.9%. RXN SMILES: [OH:1][NH:2][C:3]1([C:11]#N)[CH2:8][CH2:7][N:6]([O:9][CH3:10])[CH2:5][CH2:4]1.S(=O)(=O)(O)[OH:14].[CH3:18][OH:19]>ClCCl>[CH3:18][O:19][C:11]([C:3]1([NH:2][OH:1])[CH2:8][CH2:7][N:6]([O:9][CH3:10])[CH2:5][CH2:4]1)=[O:14]. Procedure details: To a suspension of 4-hydroxyamino-1-methoxy-piperidine-4-carbonitrile (230 g, 1.34 mol) in dichloromethane (2400 ml) at room temperature was added concentrated sulfuric acid (358 ml, 658.8 g, 6.72 mol) dropewise, and the reaction mixture was stirred at 40° C. for one hour. Methanol (925.1 ml, 731.7 g, 22.8 mol) was added at 40° C. dropewise, and the mixture stirred at 40° C. for 4 hours. The dichloromethane was distilled off allowing to heat the reaction mixture at 60° C. for 24 hours. The react... Reactants: CC(=C)C1=CSC=2CN(CCOC21)C(=O)OC(C)(C)C (tert-butyl 8-(1-methylethenyl)-2,3-dihydrothieno[2,3-f][1,4]oxazepine-4(5H)-carboxylate). Reagents/catalysts: [Pd] (palladium on carbon). Run in CCO (EtOH). Conditions: time 12 hour. Product: CC(C)C1=CSC=2CN(CCOC21)C(=O)OC(C)(C)C (tert-butyl 8-(1-methylethyl)-2,3-dihydrothieno[2,3-f][1,4]oxazepine-4(5H)-carboxylate). The yield is 99.3%. RXN SMILES: [CH3:1][C:2]([C:4]1[C:13]2[O:12][CH2:11][CH2:10][N:9]([C:14]([O:16][C:17]([CH3:20])([CH3:19])[CH3:18])=[O:15])[CH2:8][C:7]=2[S:6][CH:5]=1)=[CH2:3]>[Pd].CCO>[CH3:3][CH:2]([C:4]1[C:13]2[O:12][CH2:11][CH2:10][N:9]([C:14]([O:16][C:17]([CH3:19])([CH3:18])[CH3:20])=[O:15])[CH2:8][C:7]=2[S:6][CH:5]=1)[CH3:1]. Procedure: A mixture of tert-butyl 8-(1-methylethenyl)-2,3-dihydrothieno[2,3-f][1,4]oxazepine-4(5H)-carboxylate (270 mg), 10% palladium on carbon (50 mg) and EtOH (5 mL) was stirred for 12 hr under a hydrogen atmosphere. The insoluble material was filtered off, and the filtrate was concentrated to give the title compound (270 mg, 99.6%) as an oil.